From a dataset of the Open Reaction Database (ORD), a public repository of structured organic reaction records. describe an organic reaction: reactants, conditions, products, and yield Reactants: COC1=NCCCCC1 (caprolactim 0-methyl ether), Cl.NC1C2=C(CCC=3SC=CC31)C=CC(=C2)Cl (4-amino-6-chloro-9,10-dihydro-4H-benzo[4,5]cyclohepta[1,2-b]thiophene hydrochloride), Cl (hydrochloride). Reagents/catalysts: CCOCC (ether). The solvent is C(C)O (ethanol). Yields the product ClC=1C=CC2=C(C(C3=C(SC=C3)CC2)N=C2NCCCCC2)C1 (2-(6-Chloro-9,10-dihydro-4H-benzo[4,5]cyclohepta[1,2-b]thiophene-4-ylimino)hexahydroazepine). As a reaction SMILES: CO[C:3]1[CH2:9][CH2:8][CH2:7][CH2:6][CH2:5][N:4]=1.Cl.[NH2:11][CH:12]1[C:21]2[CH:20]=[CH:19][S:18][C:17]=2[CH2:16][CH2:15][C:14]2[CH:22]=[CH:23][C:24]([Cl:26])=[CH:25][C:13]1=2.Cl>CCOCC.C(O)C>[Cl:26][C:24]1[CH:23]=[CH:22][C:14]2[CH2:15][CH2:16][C:17]3[S:18][CH:19]=[CH:20][C:21]=3[CH:12]([N:11]=[C:3]3[CH2:9][CH2:8][CH2:7][CH2:6][CH2:5][NH:4]3)[C:13]=2[CH:25]=1 |f:1.2|. Reported procedure: 5 ml of 98% ethanol and 10.0 g of caprolactim 0-methyl ether are added to 8.0 g of 4-amino-6-chloro-9,10-dihydro-4H-benzo[4,5]cyclohepta[1,2-b]thiophene hydrochloride and are allowed to stand at room temperature while shaking occasionally. A few drops of ether are added to the resulting clear solution after 12 hours, whereupon the hydrochloride of the title compound crystallizes. M.Pt. decomp. from 185°, (recrystallized once from ethanol/ether). Starting materials: C(C1=CC=CC=C1)O[C@@H]1[C@@]2(CO[C@]([C@@H]([C@H]1OCC1=CC=CC=C1)OCC1=CC=CC=C1)(O2)C2=CC(=C(C=C2)Cl)CC2=CC=C(C=C2)OCC(F)(F)F)C(=O)O ((1S,2S,3S,4R,5S)-2,3,4-tribenzyloxy-5-[4-chloro-3-[[4-(2,2,2-trifluoro ethoxy)phenyl]methyl]phenyl]-6,8-dioxabicyclo[3.2.1]octane-1-carboxylic acid), S(O)(O)(=O)=O (sulphuric acid), C([O-])(O)=O.[Na+] (sodium bicarbonate). Run in CO (methanol). Reaction conditions: time 12 hour. Yields the product COC(=O)[C@@]12[C@H]([C@@H]([C@H]([C@@](OC1)(O2)C2=CC(=C(C=C2)Cl)CC2=CC=C(C=C2)OCC(F)(F)F)OCC2=CC=CC=C2)OCC2=CC=CC=C2)OCC2=CC=CC=C2 (methyl(1S,2S,3S,4R,5S)-2,3,4-tribenzyloxy-5-[4-chloro-3-[[4-(2,2,2-trifluoro ethoxy)phenyl]methyl]phenyl]-6,8-dioxabicyclo[3.2.1]octane-1-carboxylate). The yield is 81.1%. As a reaction SMILES: [CH2:1]([O:8][C@H:9]1[C@H:15]([O:16][CH2:17][C:18]2[CH:23]=[CH:22][CH:21]=[CH:20][CH:19]=2)[C@@H:14]([O:24][CH2:25][C:26]2[CH:31]=[CH:30][CH:29]=[CH:28][CH:27]=2)[C@:13]2([C:33]3[CH:38]=[CH:37][C:36]([Cl:39])=[C:35]([CH2:40][C:41]4[CH:46]=[CH:45][C:44]([O:47][CH2:48][C:49]([F:52])([F:51])[F:50])=[CH:43][CH:42]=4)[CH:34]=3)[O:32][C@@:10]1([C:53]([OH:55])=[O:54])[CH2:11][O:12]2)[C:2]1[CH:7]=[CH:6][CH:5]=[CH:4][CH:3]=1.S(=O)(=O)(O)O.[C:61](=O)(O)[O-].[Na+]>CO>[CH3:61][O:54][C:53]([C@:10]12[O:32][C@:13]([C:33]3[CH:38]=[CH:37][C:36]([Cl:39])=[C:35]([CH2:40][C:41]4[CH:46]=[CH:45][C:44]([O:47][CH2:48][C:49]([F:51])([F:50])[F:52])=[CH:43][CH:42]=4)[CH:34]=3)([O:12][CH2:11]1)[C@H:14]([O:24][CH2:25][C:26]1[CH:31]=[CH:30][CH:29]=[CH:28][CH:27]=1)[C@@H:15]([O:16][CH2:17][C:18]1[CH:23]=[CH:22][CH:21]=[CH:20][CH:19]=1)[C@@H:9]2[O:8][CH2:1][C:2]1[CH:7]=[CH:6][CH:5]=[CH:4][CH:3]=1)=[O:55] |f:2.3|. Procedure: To a solution of (1S,2S,3S,4R,5S)-2,3,4-tribenzyloxy-5-[4-chloro-3-[[4-(2,2,2-trifluoroethoxyl)phenyl]methyl]phenyl]-6,8-dioxabicyclo[3.2.1]octane-1-carboxylic acid 18a (0.74 g, 0.95 mmol) in methanol (40 mL) was added concentrated sulphuric acid (0.75 mL, 13.8 mmol) at 0° C. The mixture was warmed up to room temperature and stirred for 12 hours, and then adjusted with saturated aqueous sodium bicarbonate to pH 8 and concentrated in vacuo to remove most of the solvent. To the residue was added w... Starting materials: O=[N+]([O-])c1ccc(-c2nc(-c3cccnc3)no2)cc1, C1CCOC1. The product is Nc1ccc(-c2nc(-c3cccnc3)no2)cc1. Reaction SMILES: [N+:1]([O-:2])(=[O:3])[c:4]1[cH:5][cH:6][c:7](-[c:10]2[n:11][c:12](-[c:15]3[cH:16][n:17][cH:18][cH:19][cH:20]3)[n:13][o:14]2)[cH:8][cH:9]1.[O:21]1[CH2:22][CH2:23][CH2:24][CH2:25]1>>[NH2:1][c:4]1[cH:5][cH:6][c:7](-[c:10]2[n:11][c:12](-[c:15]3[cH:16][n:17][cH:18][cH:19][cH:20]3)[n:13][o:14]2)[cH:8][cH:9]1.